From a dataset of the Open Reaction Database (ORD), a public repository of structured organic reaction records. describe an organic reaction: reactants, conditions, products, and yield Reactants: O (water), C([O-])([O-])=O.[Cs+].[Cs+] (cesium carbonate), BrCCCO[Si](C)(C)C(C)(C)C ((3-bromopropoxy)-t-butyldimethylsilane), COC(N=C(C(=NC1=CC=C(C=C1)C1=NOC(=N1)C)C1=C(C(=CC(=C1)OC)O)F)SC)=O ([2-(2-fluoro-3-hydroxy-5-methoxyphenyl)-2-[4-(5-methyl-[1,2,4]oxadiazol-3-yl)phenylimino]-1-methylsulfanylethylidene]carbamic acid methyl ester). The solvent is CN(C)C=O (DMF), C(C)(=O)OCC (ethyl acetate). Conditions: time 15 hour. The product is COC(N=C(C(=NC1=CC=C(C=C1)C1=NOC(=N1)C)C1=C(C(=CC(=C1)OC)OCCCO[Si](C)(C)C(C)(C)C)F)SC)=O ((2-{3-[3-(t-butyldimethylsilanyloxy)propoxy]-2-fluoro-5-methoxyphenyl}-2-[4-(5-methyl-[1,2,4]oxadiazol-3-yl)phenylimino]-1-methylsulfanylethylidene)carbamic acid methyl ester). RXN SMILES: C(=O)([O-])[O-].[Cs+].[Cs+].Br[CH2:8][CH2:9][CH2:10][O:11][Si:12]([C:15]([CH3:18])([CH3:17])[CH3:16])([CH3:14])[CH3:13].[CH3:19][O:20][C:21](=[O:50])[N:22]=[C:23]([S:48][CH3:49])[C:24]([C:38]1[CH:43]=[C:42]([O:44][CH3:45])[CH:41]=[C:40]([OH:46])[C:39]=1[F:47])=[N:25][C:26]1[CH:31]=[CH:30][C:29]([C:32]2[N:36]=[C:35]([CH3:37])[O:34][N:33]=2)=[CH:28][CH:27]=1.O>CN(C=O)C.C(OCC)(=O)C>[CH3:19][O:20][C:21](=[O:50])[N:22]=[C:23]([S:48][CH3:49])[C:24]([C:38]1[CH:43]=[C:42]([O:44][CH3:45])[CH:41]=[C:40]([O:46][CH2:8][CH2:9][CH2:10][O:11][Si:12]([C:15]([CH3:18])([CH3:17])[CH3:16])([CH3:14])[CH3:13])[C:39]=1[F:47])=[N:25][C:26]1[CH:31]=[CH:30][C:29]([C:32]2[N:36]=[C:35]([CH3:37])[O:34][N:33]=2)=[CH:28][CH:27]=1 |f:0.1.2|. Procedure: After adding 313 mg of cesium carbonate and 0.257 ml of (3-bromopropoxy)-t-butyldimethylsilane to a solution of 339 mg of [2-(2-fluoro-3-hydroxy-5-methoxyphenyl)-2-[4-(5-methyl-[1,2,4]oxadiazol-3-yl)phenylimino]-1-methylsulfanylethylidene]carbamic acid methyl ester (Example (3d)) in 8 ml of DMF, the mixture was stirred at room temperature for 15 hours. Next, 100 ml of water was added to the reaction mixture and extraction was performed with 300 ml of ethyl acetate. The organic layer was washed w... The reactants are OC1=CC(=CC=2N=C(OC21)C)C(=O)OC (methyl 7-hydroxy-2-methyl-1,3-benzoxazole-5-carboxylate), C([O-])([O-])=O.[K+].[K+] (potassium carbonate), CI (methyl iodide). The solvent is CN(C)C=O (DMF), C(C)(=O)OCC (ethyl acetate). Reaction conditions: time 8 hour. The product is COC1=CC(=CC=2N=C(OC21)C)C(=O)OC (methyl 7-methoxy-2-methyl-1,3-benzoxazole-5-carboxylate). Yield: 80.4%. Reaction SMILES: [OH:1][C:2]1[C:10]2[O:9][C:8]([CH3:11])=[N:7][C:6]=2[CH:5]=[C:4]([C:12]([O:14][CH3:15])=[O:13])[CH:3]=1.[C:16](=O)([O-])[O-].[K+].[K+].CI>CN(C=O)C.C(OCC)(=O)C>[CH3:16][O:1][C:2]1[C:10]2[O:9][C:8]([CH3:11])=[N:7][C:6]=2[CH:5]=[C:4]([C:12]([O:14][CH3:15])=[O:13])[CH:3]=1 |f:1.2.3|. Reported procedure: To methyl 7-hydroxy-2-methyl-1,3-benzoxazole-5-carboxylate (400 mg, 2.07 mmol) in DMF (10 mL) was added ground potassium carbonate (570 mg, 4.14 mmol) and methyl iodide (0.142 mL, 2.28 mmol). The reaction was stirred overnight at room temperature. The reaction was diluted with ethyl acetate and washed with water. Organic phase was dried over sodium sulfate, filtered and concentrated to yield 368 mg (73%) of methyl 7-methoxy-2-methyl-1,3-benzoxazole-5-carboxylate as an off white solid. LC/MS=222 ... Starting materials: SC1=NN=NN1CC(=O)OCC (Ethyl 5-mercapto-1H-tetrazol-1-ylacetate), CN (methylamine). The solvent is C(C)O (ethanol). Conditions: time 8 hour. Product: CNC(CN1N=NN=C1S)=O (N-Methyl-5-Mercapto-1H-tetrazol-1-ylacetamide). RXN SMILES: [SH:1][C:2]1[N:6]([CH2:7][C:8]([O:10]CC)=O)[N:5]=[N:4][N:3]=1.[CH3:13][NH2:14]>C(O)C>[CH3:13][NH:14][C:8](=[O:10])[CH2:7][N:6]1[C:2]([SH:1])=[N:3][N:4]=[N:5]1. Procedure details: Ethyl 5-mercapto-1H-tetrazol-1-ylacetate (2.0 g) was dissolved in 33% methylamine in ethanol (20 ml) and stood overnight at R.T. The solution was evaporated to dryness in vacuo, the residue dissolved in water (20 ml), adicified and ether extracted (6×50 ml). The extracts were dried and evaporated to give a crystalline solid which was crystallised from ethyl acetate, 0.59 g (32.0%) m.p. 167°-168°; δ[(CD3)2CO] 2.88 (3H,d, J 5 Hz, --NHCH3), 5.15 (2H,s, --CH2CO--), 6.70 (1H,m, --NH--), 12.9 (1H,bs, ...